Dataset: the Open Reaction Database (ORD), a public repository of structured organic reaction records. Task: describe an organic reaction: reactants, conditions, products, and yield The reactants are NC1=NC(=C(C(=N1)NCCCC)CC1=C(C=C(C=C1)CC#N)OC)C (2-(4-((2-Amino-4-(butylamino)-6-methylpyrimidin-5-yl)methyl)-3-methoxyphenyl)acetonitrile), C(CCC)O (butan-1-ol), [OH-].[K+] (KOH). Conditions: temperature 100 celsius, time 10 minute. Yields the product NC1=NC(=C(C(=N1)NCCCC)CC1=C(C=C(C=C1)CC(=O)O)OC)C (2-(4-((2-Amino-4-(butylamino)-6-methylpyrimidin-5-yl)methyl)-3-methoxyphenyl)acetic acid). RXN SMILES: [NH2:1][C:2]1[N:7]=[C:6]([NH:8][CH2:9][CH2:10][CH2:11][CH3:12])[C:5]([CH2:13][C:14]2[CH:19]=[CH:18]C(CC#N)=C[C:15]=2[O:23][CH3:24])=[C:4]([CH3:25])[N:3]=1.[OH-:26].[K+].[CH2:28]([OH:32])[CH2:29][CH2:30][CH3:31]>>[NH2:1][C:2]1[N:7]=[C:6]([NH:8][CH2:9][CH2:10][CH2:11][CH3:12])[C:5]([CH2:13][C:14]2[CH:19]=[CH:18][C:30]([CH2:29][C:28]([OH:26])=[O:32])=[CH:31][C:15]=2[O:23][CH3:24])=[C:4]([CH3:25])[N:3]=1 |f:1.2|. Procedure: The product from step (v) (2.1 g) was dissolved in butan-1-ol (20 mL) and aq. 5M KOH (3.71 ml) was added and the mixture was heated at 100° C. for 36 h. The mixture was allowed to cool and the solvent was evaporated under reduced pressure. The residue was diluted with water (5 mL) and the pH adjusted to ˜7 using cone HC. The resulting precipitate was collected by filtration and the solid was then suspended in MeCN (10 mL) for 10 min. The suspension was filtered and the solid dried under vacuum o... The reactants are O=Cc1cc(Cl)ccc1O, NOS(=O)(=O)O, O. Yields the product N#Cc1cc(Cl)ccc1O. RXN SMILES: [Cl:1][c:2]1[cH:3][cH:4][c:5]([OH:10])[c:6]([CH:7]=[O:8])[cH:9]1.[NH2:11][O:12][S:13]([OH:14])(=[O:15])=[O:16].[OH2:17]>>[Cl:1][c:2]1[cH:3][cH:4][c:5]([OH:10])[c:6]([C:7]#[N:11])[cH:9]1. The solvent is ClCCl (dichloromethane). Reaction SMILES: S(=O)(=O)(O)O.[CH2:6]([O:8][C:9]1[CH:17]=[CH:16][CH:15]=[CH:14][C:10]=1[C:11]([OH:13])=[O:12])[CH3:7].[CH3:18]O>ClCCl>[CH2:6]([O:8][C:9]1[CH:17]=[CH:16][CH:15]=[CH:14][C:10]=1[C:11]([O:13][CH3:18])=[O:12])[CH3:7]. Reported procedure: Concentrated sulphuric acid (0.5 ml) was added to a solution of 2-ethoxybenzoic acid (50 g, 0.301 mol) in methanol (500 ml) and the resulting mixture heated under reflux for 70 hours, then evaporated under reduced pressure to give an oil which was dissolved in dichloromethane (300 ml). This solution was washed successively with water (150 ml), aqueous sodium bicarbonate solution (150 ml) and water (150 ml), then evaporated under reduced pressure to give the title compound (49.7 g) as an oil. δ (... The product is C(C)OC1=C(C(=O)OC)C=CC=C1 (Methyl 2-ethoxybenzoate). The reactants are S(O)(O)(=O)=O (sulphuric acid), C(C)OC1=C(C(=O)O)C=CC=C1 (2-ethoxybenzoic acid), CO (methanol). Starting materials: N1(N=CN=C1)C1=CC=C(C=C1)NC(=S)N (4-(1,2,4-triazol-1-yl)phenylthiourea), BrC1C(C(CCC1)C1=CC=CC=C1)=O (2-bromo-6-phenyl-cyclohexanone). Solvent: C(C)O (ethanol). The product is C1(=CC=CC=C1)C1CCCC2=C1N=C(S2)NC2=CC=C(C=C2)N2N=CN=C2 ((4-Phenyl-4,5,6,7-tetrahydro-benzothiazol-2-yl)-(4-[1,2,4]triazol-1-yl-phenyl)-amine). Isolated yield 64.3%. RXN SMILES: [N:1]1([C:6]2[CH:11]=[CH:10][C:9]([NH:12][C:13]([NH2:15])=[S:14])=[CH:8][CH:7]=2)[CH:5]=[N:4][CH:3]=[N:2]1.Br[CH:17]1[CH2:22][CH2:21][CH2:20][CH:19]([C:23]2[CH:28]=[CH:27][CH:26]=[CH:25][CH:24]=2)[C:18]1=O>C(O)C>[C:19]1([CH:23]2[C:24]3[N:15]=[C:13]([NH:12][C:9]4[CH:8]=[CH:7][C:6]([N:1]5[CH:5]=[N:4][CH:3]=[N:2]5)=[CH:11][CH:10]=4)[S:14][C:25]=3[CH2:26][CH2:27][CH2:28]2)[CH:20]=[CH:21][CH:22]=[CH:17][CH:18]=1. Procedure: A suspension of 4-(1,2,4-triazol-1-yl)phenylthiourea (109.6 mg, 0.5 mmol) and of 2-bromo-6-phenyl-cyclohexanone (253.1 mg, 1.00 mmol) in ethanol (4 mL) was heated for two days to reflux under an atmosphere of nitrogen. After cooling to room temperature the solvent was evaporated under reduced pressure and the residue was treated with dichloromethane, diethyl ether and heptane. The product precipitated as a solid and was filtered off to yield the title compound (120 mg, 64%) as a pale-brown solid... Reactants: C(CO)O (Ethylene glycol), C1(=CC=C(C=C1)S(=O)(=O)O)C (paratoluene sulfonic acid), CC(C)C1=CC(=CC=C1)C(C)CC=O (Florhydral), C(C)(C)C=1C=C(C=CC1)C(CC=O)C (3-(3-isopropylphenyl)butanal). Solvent: C1CCCCC1 (cyclohexane). The product is C(C)(C)C=1C=C(C=CC1)C(CC1OCCO1)C (2-[2-(3-isopropylphenyl)propyl]-1,3-dioxolane). Yield: 97.0%. As a reaction SMILES: [CH2:1]([OH:4])[CH2:2][OH:3].C1(C)C=CC(S(O)(=O)=O)=CC=1.[CH3:16][CH:17]([C:19]1[CH:24]=[CH:23][CH:22]=[C:21]([CH:25]([CH2:27][CH:28]=O)[CH3:26])[CH:20]=1)[CH3:18]>C1CCCCC1>[CH:17]([C:19]1[CH:20]=[C:21]([CH:25]([CH3:26])[CH2:27][CH:28]2[O:4][CH2:1][CH2:2][O:3]2)[CH:22]=[CH:23][CH:24]=1)([CH3:18])[CH3:16]. Procedure: Ethylene glycol (18 mL, 0.32 mol, 1.2 eq), paratoluene sulfonic acid (400 mg, 1% w/w) and cyclohexane (50 mL) were charged into a 1 L three-necked round-bottom flask, equipped with a dean and stark, a reflux condenser and a mechanical stirrer. Florhydral™ 3-(3-isopropylphenyl)butanal, 49.3 g, 0.26 mol) was added dropwise at ambient temperature. The stirred mixture was then heated for 3 h at reflux. The reaction mixture was cooled at ambient temperature and washed water (2×100 mL), dried over mag...